This data is from the Open Reaction Database (ORD), a public repository of structured organic reaction records. The task is: describe an organic reaction: reactants, conditions, products, and yield Reactants: COC1=CC=C(C=C1)NCCC1=CC(=CC=C1)OC ((4-Methoxy-phenyl)-[2-(3-methoxy-phenyl)-ethyl]-amine), C(C)(=O)Cl (acetyl chloride), ice. Solvent: C(C)(=O)OCC (ethyl acetate). Run at time 18 hour. Product: COC1=CC=C(C=C1)N(C(C)=O)CCC1=CC(=CC=C1)OC (N-(4-methoxy-phenyl)-N-[2-(3-methoxy-phenyl)-ethyl]-acetamide). Isolated yield 51.8%. RXN SMILES: [CH3:1][O:2][C:3]1[CH:8]=[CH:7][C:6]([NH:9][CH2:10][CH2:11][C:12]2[CH:17]=[CH:16][CH:15]=[C:14]([O:18][CH3:19])[CH:13]=2)=[CH:5][CH:4]=1.[C:20](Cl)(=[O:22])[CH3:21]>C(OCC)(=O)C>[CH3:1][O:2][C:3]1[CH:4]=[CH:5][C:6]([N:9]([CH2:10][CH2:11][C:12]2[CH:17]=[CH:16][CH:15]=[C:14]([O:18][CH3:19])[CH:13]=2)[C:20](=[O:22])[CH3:21])=[CH:7][CH:8]=1. Reported procedure: (4-Methoxy-phenyl)-[2-(3-methoxy-phenyl)-ethyl]-amine (3.87 mmol) and acetyl chloride (4.26 mmol) were reacted ethyl acetate (50 mL). After 18 hours, the reaction was poured into ice (150 mL) and the organic extract was dried over sodium sulfate, filtered through celite and concentrated. The title compound (0.60 g) was obtained after silica gel chromatography (eluant: gradient from 10% to 40% ethyl acetate-hexane); MS: 300.4 (MH+); HPLC tR: 2.65 min; TLC Rf: 0.19 (ethyl acetate-hexane 2:3). RXN SMILES: [C:1]([O:5][C:6]([N:8]1[CH2:13][CH2:12][N:11]([C:14](=[O:23])[C:15]2[CH:20]=[CH:19][C:18](Br)=[CH:17][C:16]=2[F:22])[CH2:10][CH2:9]1)=[O:7])([CH3:4])([CH3:3])[CH3:2].[O:24]=[C:25]1[NH:29][C@H:28]([CH2:30][O:31][C:32](=[O:39])[C:33]2[CH:38]=[CH:37][CH:36]=[CH:35][CH:34]=2)[CH2:27][O:26]1>>[C:1]([O:5][C:6]([N:8]1[CH2:13][CH2:12][N:11]([C:14](=[O:23])[C:15]2[CH:20]=[CH:19][C:18]([N:29]3[C@H:28]([CH2:30][O:31][C:32](=[O:39])[C:33]4[CH:38]=[CH:37][CH:36]=[CH:35][CH:34]=4)[CH2:27][O:26][C:25]3=[O:24])=[CH:17][C:16]=2[F:22])[CH2:10][CH2:9]1)=[O:7])([CH3:4])([CH3:3])[CH3:2]. Procedure details: By reaction and treatment in the same manner as in Preparation Example 91 and using 4-(4-bromo-2-fluorobenzoyl)piperazine-1-carboxylic acid tert-butyl ester (3.49 g) described in Preparation Example 154 and benzoic acid (R)-2-oxooxazolidin-4-ylmethyl ester (1.99 g), the title compound (2.37 g) was obtained. Starting materials: C(C)(C)(C)OC(=O)N1CCN(CC1)C(C1=C(C=C(C=C1)Br)F)=O (4-(4-bromo-2-fluorobenzoyl)piperazine-1-carboxylic acid tert-butyl ester), O=C1OC[C@H](N1)COC(C1=CC=CC=C1)=O (benzoic acid (R)-2-oxooxazolidin-4-ylmethyl ester). Product: C(C)(C)(C)OC(=O)N1CCN(CC1)C(C1=C(C=C(C=C1)N1C(OC[C@H]1COC(C1=CC=CC=C1)=O)=O)F)=O ((R)-4-[4-(4-benzoyloxymethyl-2-oxooxazolidin-3-yl)2-fluoro-benzoyl]piperazine-1-carboxylic acid tert-butyl ester). Isolated yield 49.9%. Reactants: OCCC=1N(C=CN1)CCCCC1=CC=C(C=C1)O (4-[4-[2-(2-hydroxyethyl)-1H-imidazol-1-yl]butyl]phenol), [H-].[Na+] (sodium hydride), ClCC=1N=C(OC1)\C=C\C1=CC=C(C=C1)F (4-(chloromethyl)-2-((E)-2-(4-fluorophenyl)ethenyl]-1,3-oxazole). The product is FC1=CC=C(C=C1)/C=C/C=1OC=C(N1)COC1=CC=C(C=C1)CCCCN1C(=NC=C1)CCO (2-(1-(4-[4-({2-[(E)-2-(4-fluorophenyl)ethenyl]-1,3-oxazol-4-yl}methoxy)phenyl]butyl)-1H-imidazol-2-yl)-1-ethanol). The yield is 84.1%. As a reaction SMILES: [OH:1][CH2:2][CH2:3][C:4]1[N:5]([CH2:9][CH2:10][CH2:11][CH2:12][C:13]2[CH:18]=[CH:17][C:16]([OH:19])=[CH:15][CH:14]=2)[CH:6]=[CH:7][N:8]=1.[H-].[Na+].Cl[CH2:23][C:24]1[N:25]=[C:26](/[CH:29]=[CH:30]/[C:31]2[CH:36]=[CH:35][C:34]([F:37])=[CH:33][CH:32]=2)[O:27][CH:28]=1>>[F:37][C:34]1[CH:35]=[CH:36][C:31](/[CH:30]=[CH:29]/[C:26]2[O:27][CH:28]=[C:24]([CH2:23][O:19][C:16]3[CH:15]=[CH:14][C:13]([CH2:12][CH2:11][CH2:10][CH2:9][N:5]4[CH:6]=[CH:7][N:8]=[C:4]4[CH2:3][CH2:2][OH:1])=[CH:18][CH:17]=3)[N:25]=2)=[CH:32][CH:33]=1 |f:1.2|. Procedure: Using 4-[4-[2-(2-hydroxyethyl)-1H-imidazol-1-yl]butyl]phenol (391 mg), 65% oily sodium hydride (60 mg) and 4-(chloromethyl)-2-((E)-2-(4-fluorophenyl)ethenyl]-1,3-oxazole (375 mg), the same reaction as Example 2 was carried out to yield the titled compound (583 mg). Starting materials: ClCC=1N=C(N(C1SC1=CC(=CC(=C1)C)C)C)C (4-chloromethyl-1,2-dimethyl-5-(3,5-dimethylphenylthio)-1H-imidazole), [C-]#N.[K+] (potassium cyanide), ice water. Solvent: CN(C=O)C (dimethylformamide). Conditions: temperature 50 celsius. Yields the product CN1C(=NC(=C1SC1=CC(=CC(=C1)C)C)CC#N)C ([1,2-dimethyl-5-(3,5-dimethylphenylthio)-1H-imidazol-4-yl]acetonitrile). The yield is 42.0%. As a reaction SMILES: Cl[CH2:2][C:3]1[N:4]=[C:5]([CH3:18])[N:6]([CH3:17])[C:7]=1[S:8][C:9]1[CH:14]=[C:13]([CH3:15])[CH:12]=[C:11]([CH3:16])[CH:10]=1.[C-:19]#[N:20].[K+]>CN(C)C=O>[CH3:17][N:6]1[C:7]([S:8][C:9]2[CH:14]=[C:13]([CH3:15])[CH:12]=[C:11]([CH3:16])[CH:10]=2)=[C:3]([CH2:2][C:19]#[N:20])[N:4]=[C:5]1[CH3:18] |f:1.2|. Reported procedure: In 5.6 ml of dry dimethylformamide was dissolved 280 mg (1.0 mmol)of 4-chloromethyl-1,2-dimethyl-5-(3,5-dimethylphenylthio)-1H-imidazole (42c). Added was 98 mg (1.5 mmol)of potassium cyanide, and the mixture was heated at 50° C. for 5 hours. To the reaction mixture, ice-water was added, extracted with diethyl ether, the extract was washed with water and dried over sodium sulfate. The solvent was distilled off under reduced pressure, and the residue was purified by silica gel chromatography (ethy...